This data is from the Open Reaction Database (ORD), a public repository of structured organic reaction records. The task is: describe an organic reaction: reactants, conditions, products, and yield Starting materials: BrC1=C(C(=CC=2C(=CCC(C12)(C)C)C(C)C)/C(=C(\CO)/F)/C)OC(C)C ((2E)-3-(4-bromo-3-isopropoxy-8-isopropyl-5,5-dimethyl-5,6-dihydro-naphthalen-2-yl)-2-fluoro-but-2-en-1-ol), C(CC)[N+](CCC)(CCC)CCC (tetrapropylammonium), C[N+]1(CCOCC1)[O-] (4-methylmorpholine N-oxide), ClCCl (dichloromethane). Solvent: C(C)#N (acetonitrile). Yields the product BrC1=C(C(=CC=2C(=CCC(C12)(C)C)C(C)C)/C(=C(\C=O)/F)/C)OC(C)C ((2E)-3-(4-Bromo-3-isopropoxy-8-isopropyl-5,5-dimethyl-5,6-dihydro-naphthalen-2-yl)-2-fluoro-but-2-enal). As a reaction SMILES: [Br:1][C:2]1[C:11]2[C:10]([CH3:13])([CH3:12])[CH2:9][CH:8]=[C:7]([CH:14]([CH3:16])[CH3:15])[C:6]=2[CH:5]=[C:4](/[C:17](/[CH3:22])=[C:18](/[F:21])\[CH2:19][OH:20])[C:3]=1[O:23][CH:24]([CH3:26])[CH3:25].C([N+](CCC)(CCC)CCC)CC.C[N+]1([O-])CCOCC1.ClCCl>C(#N)C>[Br:1][C:2]1[C:11]2[C:10]([CH3:13])([CH3:12])[CH2:9][CH:8]=[C:7]([CH:14]([CH3:16])[CH3:15])[C:6]=2[CH:5]=[C:4](/[C:17](/[CH3:22])=[C:18](/[F:21])\[CH:19]=[O:20])[C:3]=1[O:23][CH:24]([CH3:26])[CH3:25]. Procedure details: As described in General Procedure H-1, (2E)-3-(4-bromo-3-isopropoxy-8-isopropyl-5,5-dimethyl-5,6-dihydro-naphthalen-2-yl)-2-fluoro-but-2-en-1-ol (Compound A-139, 220 mg, 0.52 mmol), tetrapropylammonium peruthenate (10 mg, 0.028 mmol) and 4-methylmorpholine N-oxide (151 mg, 1.25 mmol) were reacted in acetonitrile and dichloromethane to give the title compound after purification by flash column chromatography (silica gel, 5% ethyl acetate in hexane). Starting materials: NC(C(=O)N(C(C)C)CC(OCC)OCC)CC1=CC=C(C=C1)Cl (2-amino-3-(4-chlorophenyl)-N-(2,2-diethoxyethyl)-N-isopropylpropionamide), C=1C=CC2=C(C1)N=NN2O (HOBt), C(C)N1CCOCC1 (N-ethylmorpholine), COC1=CC=C(C=C1)S(=O)(=O)NCCC(=O)O (3-(4-methoxybenzenesulfonylamino)propionic acid). The solvent is CN(C)C=O (DMF), CN(C)C=O (DMF), C(CCl)Cl (EDC). Conditions: time 12 hour. Yields the product ClC1=CC=C(C=C1)CC(C(=O)N(C(C)C)CC(OCC)OCC)NC(CCNS(=O)(=O)C1=CC=C(C=C1)OC)=O (3-(4-Chlorophenyl)-N-(2,2-diethoxyethyl)-N-isopropyl-2-[3-(4-methoxybenzenesulfonylamino)propionylamino]propionamide). RXN SMILES: C1C=CC2N(O)N=NC=2C=1.C(N1CCOCC1)C.[CH3:19][O:20][C:21]1[CH:26]=[CH:25][C:24]([S:27]([NH:30][CH2:31][CH2:32][C:33]([OH:35])=O)(=[O:29])=[O:28])=[CH:23][CH:22]=1.[NH2:36][CH:37]([CH2:52][C:53]1[CH:58]=[CH:57][C:56]([Cl:59])=[CH:55][CH:54]=1)[C:38]([N:40]([CH2:44][CH:45]([O:49][CH2:50][CH3:51])[O:46][CH2:47][CH3:48])[CH:41]([CH3:43])[CH3:42])=[O:39]>CN(C=O)C.C(Cl)CCl>[Cl:59][C:56]1[CH:55]=[CH:54][C:53]([CH2:52][CH:37]([NH:36][C:33](=[O:35])[CH2:32][CH2:31][NH:30][S:27]([C:24]2[CH:23]=[CH:22][C:21]([O:20][CH3:19])=[CH:26][CH:25]=2)(=[O:28])=[O:29])[C:38]([N:40]([CH2:44][CH:45]([O:46][CH2:47][CH3:48])[O:49][CH2:50][CH3:51])[CH:41]([CH3:42])[CH3:43])=[O:39])=[CH:58][CH:57]=1. Procedure details: 52 mg of EDC, 45 mg of HOBt and 100 μl of N-ethylmorpholine are added to a solution of 124 mg of 3-(4-methoxybenzenesulfonylamino)propionic acid in 1 ml of DMF. A solution of 100 mg of 2-amino-3-(4-chlorophenyl)-N-(2,2-diethoxyethyl)-N-isopropylpropionamide in 1 ml of DMF is added dropwise thereto, and the mixture is left to stir for 12 h. The reaction solution is filtered, mixed with ethyl acetate and then extracted with 5% aqueous sodium bicarbonate solution and aqueous sodium chloride solutio... Starting materials: 47.6, C1(=CC=CC=C1)CN1CCNCC1 (1-(phenylmethyl)piperazine), ClCCCOC1=CC=C(C=C1)C=1OCCN1 (2-[4-(3-chloropropoxy)phenyl]-4,5-dihydrooxazole), C([O-])([O-])=O.[Na+].[Na+] (sodium carbonate), CN(C=O)C (N,N-dimethylformamide). Product: 40.6, C(\C=C/C(=O)O)(=O)O.O1C(=NCC1)C1=CC=C(OCCCN2CCN(CC2)CC2=CC=CC=C2)C=C1 (1-[3-[4-(4,5-dihydro-2-oxazolyl)phenoxy]propyl]-4-(phenylmethyl)piperazine (Z)-2-butenedioate). Yield: 24.5%. Reaction SMILES: [C:1]1([CH2:7][N:8]2[CH2:13][CH2:12][NH:11][CH2:10][CH2:9]2)[CH:6]=[CH:5][CH:4]=[CH:3][CH:2]=1.Cl[CH2:15][CH2:16][CH2:17][O:18][C:19]1[CH:24]=[CH:23][C:22]([C:25]2[O:26][CH2:27][CH2:28][N:29]=2)=[CH:21][CH:20]=1.[C:30](=[O:33])([O-:32])[O-].[Na+].[Na+].CN(C)C=[O:39]>>[C:25]([OH:26])(=[O:39])/[CH:22]=[CH:23]\[C:30]([OH:32])=[O:33].[O:26]1[CH2:27][CH2:28][N:29]=[C:25]1[C:22]1[CH:23]=[CH:24][C:19]([O:18][CH2:17][CH2:16][CH2:15][N:11]2[CH2:10][CH2:9][N:8]([CH2:7][C:1]3[CH:2]=[CH:3][CH:4]=[CH:5][CH:6]=3)[CH2:13][CH2:12]2)=[CH:20][CH:21]=1 |f:2.3.4,6.7|. Procedure: A mixture of 47.6 parts of 1-(phenylmethyl)piperazine, 65,8 parts of 2-[4-(3-chloropropoxy)phenyl]-4,5-dihydrooxazole, 28.6 parts of sodium carbonate and 282 parts of N,N-dimethylformamide was stirred over weekend at 60°~65° C. The reaction mixture was evaporated and the residue was taken up in water. The product was extracted with dichloromethane. The extract was dried, filtered and evaporated. The residue was purified by column chromatography over silica gel using a mixture of trichloromethane...